Dataset: the Open Reaction Database (ORD), a public repository of structured organic reaction records. Task: describe an organic reaction: reactants, conditions, products, and yield Conditions: temperature 110 celsius. Reported procedure: A mixture of methyl 6-chloro-5-(5,5-dimethyl-1,3,2-dioxaborinan-2-yl)-1H-indole-3-carboxylate (45 mg, 0.14 mmol), 4-[3-(4-bromophenoxy)-propyl]-morpholine (42 mg, 0.14 mmol) prepared using the procedure in Le Sann, C.; Huddleston, J.; Mann, J. Tetrahedron, 2007, 63, 12903-12911, and 2M potassium carbonate solution (0.28 mL, 0.56 mmol) in toluene (0.9 mL) and ethanol (0.3 mL) was degassed with nitrogen for 5 minutes then treated with [1,1′-bis(diphenylphosphino)ferrocene]dichloropalladium(II) (6.... Solvent: C(C)(=O)OCC (ethyl acetate), C1(=CC=CC=C1)C (toluene), C(C)O (ethanol). Reagents/catalysts: C1=CC=C(C=C1)P([C-]2C=CC=C2)C3=CC=CC=C3.C1=CC=C(C=C1)P([C-]2C=CC=C2)C3=CC=CC=C3.Cl[Pd]Cl.[Fe+2] ([1,1′-bis(diphenylphosphino)ferrocene]dichloropalladium(II)). The reactants are O (water), ClC1=C(C=C2C(=CNC2=C1)C(=O)OC)B1OCC(CO1)(C)C (methyl 6-chloro-5-(5,5-dimethyl-1,3,2-dioxaborinan-2-yl)-1H-indole-3-carboxylate), BrC1=CC=C(OCCCN2CCOCC2)C=C1 (4-[3-(4-bromophenoxy)-propyl]-morpholine), C([O-])([O-])=O.[K+].[K+] (potassium carbonate). As a reaction SMILES: [Cl:1][C:2]1[CH:10]=[C:9]2[C:5]([C:6]([C:11]([O:13][CH3:14])=[O:12])=[CH:7][NH:8]2)=[CH:4][C:3]=1B1OCC(C)(C)CO1.Br[C:24]1[CH:39]=[CH:38][C:27]([O:28][CH2:29][CH2:30][CH2:31][N:32]2[CH2:37][CH2:36][O:35][CH2:34][CH2:33]2)=[CH:26][CH:25]=1.C(=O)([O-])[O-].[K+].[K+].O>C1(C)C=CC=CC=1.C(O)C.C1C=CC(P(C2C=CC=CC=2)[C-]2C=CC=C2)=CC=1.C1C=CC(P(C2C=CC=CC=2)[C-]2C=CC=C2)=CC=1.Cl[Pd]Cl.[Fe+2].C(OCC)(=O)C>[Cl:1][C:2]1[CH:10]=[C:9]2[C:5]([C:6]([C:11]([O:13][CH3:14])=[O:12])=[CH:7][NH:8]2)=[CH:4][C:3]=1[C:24]1[CH:39]=[CH:38][C:27]([O:28][CH2:29][CH2:30][CH2:31][N:32]2[CH2:33][CH2:34][O:35][CH2:36][CH2:37]2)=[CH:26][CH:25]=1 |f:2.3.4,8.9.10.11|. The product is ClC1=C(C=C2C(=CNC2=C1)C(=O)OC)C1=CC=C(C=C1)OCCCN1CCOCC1 (methyl 6-chloro-5-{4-[3-(morpholin-4-yl)propoxy]phenyl}-1H-indole-3-carboxylate). The yield is 40.0%. Starting materials: C1(CC1)NC(NC1=CC=C(C=C1)C=1N=C(C2=C(N1)CN(C2)CC2CCN(CC2)C(=O)OC(C)(C)C)N2[C@H](COCC2)C)=O ((S)-tert-butyl 4-((2-(4-(3-cyclopropylureido)phenyl)-4-(3-methylmorpholino)-5H-pyrrolo[3,4-d]pyrimidin-6(7H)-yl)methyl)piperidine-1-carboxylate), Cl (HCl), CO (methanol). Run in O1CCOCC1 (dioxane). Product: C1(CC1)NC(=O)NC1=CC=C(C=C1)C=1N=C(C2=C(N1)CN(C2)CC2CCNCC2)N2[C@H](COCC2)C ((S)-1-cyclopropyl-3-(4-(4-(3-methylmorpholino)-6-(piperidin-4-ylmethyl)-6,7-dihydro-5H-pyrrolo[3,4-d]pyrimidin-2-yl)phenyl)urea). The yield is 22.5%. RXN SMILES: [CH:1]1([NH:4][C:5](=[O:43])[NH:6][C:7]2[CH:12]=[CH:11][C:10]([C:13]3[N:14]=[C:15]([N:36]4[CH2:41][CH2:40][O:39][CH2:38][C@@H:37]4[CH3:42])[C:16]4[CH2:21][N:20]([CH2:22][CH:23]5[CH2:28][CH2:27][N:26](C(OC(C)(C)C)=O)[CH2:25][CH2:24]5)[CH2:19][C:17]=4[N:18]=3)=[CH:9][CH:8]=2)[CH2:3][CH2:2]1.Cl.CO>O1CCOCC1>[CH:1]1([NH:4][C:5]([NH:6][C:7]2[CH:8]=[CH:9][C:10]([C:13]3[N:14]=[C:15]([N:36]4[CH2:41][CH2:40][O:39][CH2:38][C@@H:37]4[CH3:42])[C:16]4[CH2:21][N:20]([CH2:22][CH:23]5[CH2:28][CH2:27][NH:26][CH2:25][CH2:24]5)[CH2:19][C:17]=4[N:18]=3)=[CH:11][CH:12]=2)=[O:43])[CH2:3][CH2:2]1. Procedure details: (S)-tert-butyl 4-((2-(4-(3-cyclopropylureido)phenyl)-4-(3-methylmorpholino)-5H-pyrrolo[3,4-d]pyrimidin-6(7H)-yl)methyl)piperidine-1-carboxylate (example 128) (24 mg, 0.04 mmol) was stirred in a solution of 4M HCl in dioxane (1 mL), and methanol (0.5 mL) until analysis by LCMS indicated reaction was complete. Reaction mixture was then purified by TsOH cartridge (loaded in MeOH eluted with 2M methanolic ammonia) to afford an orange brown solid (4.9 mg, 0.009 mmol, 25%). Starting materials: C[O-].[Na+] (sodium methylate), COC(C(=C)CC(=O)OC)=O (itaconic acid dimethyl ester), P(OC)(OC)[O-] (dimethyl phosphite). Conditions: temperature 100 celsius, time 1 hour. Yields the product COP(OC)(=O)CC(CC(=O)OC)C(=O)OC (β,γ-bis-(methoxycarbonyl)-propane-phosphonic acid dimethyl ester). Reaction SMILES: C[O-].[Na+].[CH3:4][O:5][C:6](=[O:14])[C:7]([CH2:9][C:10]([O:12][CH3:13])=[O:11])=[CH2:8].[P:15]([O-:20])([O:18][CH3:19])[O:16][CH3:17]>>[CH3:17][O:16][P:15]([CH2:8][CH:7]([C:6]([O:5][CH3:4])=[O:14])[CH2:9][C:10]([O:12][CH3:13])=[O:11])(=[O:20])[O:18][CH3:19] |f:0.1|. Procedure details: 8 ml of a 30% sodium methylate solution are added dropwise to 158 g (1 mol) of itaconic acid dimethyl ester and 110 g of dimethyl phosphite at 60° C. The exothermic reaction is by that time completed. The mixture is then stirred for one hour at 100° C. and concentrated by evaporation. Quantitative yield of a colorless liquid.